Dataset: the Open Reaction Database (ORD), a public repository of structured organic reaction records. Task: describe an organic reaction: reactants, conditions, products, and yield The reactants are N#N (N2), O[C@@H]1CC2=CC([C@H]3[C@@H]4CC[C@H]([C@@H](CCC(=O)OC)C)[C@]4(CC[C@@H]3[C@]2(CC1)C)C)(C)O (methyl 3β,7-dihydroxy-7-methylchol-5-en-24-oate), CC([O-])C.[Al+3].CC([O-])C.CC([O-])C (aluminum isopropoxide), CC(CC)=O (2-butanone). Solvent: C1(=CC=CC=C1)C (toluene). The product is CC=1[C@H]2[C@@H]3CC[C@H]([C@@H](CCC(=O)OC)C)[C@]3(CC[C@@H]2[C@]2(CCC(C=C2C1)=O)C)C (methyl 7-methyl-3-oxochola-4,6-dien-24-oate). Isolated yield 89.2%. Reaction SMILES: [OH:1][C@H:2]1[CH2:26][CH2:25][C@@:24]2([CH3:27])[C:4](=[CH:5][C:6](O)([CH3:29])[C@@H:7]3[C@@H:23]2[CH2:22][CH2:21][C@@:20]2([CH3:28])[C@H:8]3[CH2:9][CH2:10][C@@H:11]2[C@H:12]([CH3:19])[CH2:13][CH2:14][C:15]([O:17][CH3:18])=[O:16])[CH2:3]1.CC(C)[O-].[Al+3].CC(C)[O-].CC(C)[O-].CC(=O)CC.N#N>C1(C)C=CC=CC=1>[CH3:29][C:6]1[C@@H:7]2[C@@H:23]([C@:24]3([CH3:27])[C:4]([CH:5]=1)=[CH:3][C:2](=[O:1])[CH2:26][CH2:25]3)[CH2:22][CH2:21][C@@:20]1([CH3:28])[C@H:8]2[CH2:9][CH2:10][C@@H:11]1[C@H:12]([CH3:19])[CH2:13][CH2:14][C:15]([O:17][CH3:18])=[O:16] |f:1.2.3.4|. Procedure details: A mixture of methyl 7-hydroxy-7-methylchol-5-en-24-oate (8) (2.0 g, 4.78 mmoles), aluminum isopropoxide (1.17 g, 5.72 mmoles), 2-butanone (8.6 ml, 96 mmoles) in toluene (40 ml) was heated at 80° in a N2 atmosphere for 6 hrs. About 15 ml of solvent was distilled from the reaction mixture at atmospheric pressure. Toluene (30 ml) was added, and the mixture was extracted with 3N HCl (2 times), H2O (3 times) and dried with MgSO4. Evaporation in vacuo gave 1.7 g of an orange oil that was purified by f... The reactants are OC1=CC=C2CCC(OC2=C1)C(=O)OCC (ethyl 7-hydroxy-chroman-2-carboxylate), C([O-])([O-])=O.[K+].[K+] (potassium carbonate), [I-].[K+] (potassium iodide), C(C1=CC=CC=C1)Cl (benzyl chloride). Run in CC(=O)C (acetone). Product: C(C1=CC=CC=C1)OC1=CC=C2CCC(OC2=C1)C(=O)OCC (Ethyl 7-(Benzyloxy)chroman-2-carboxylate). Yield: 99.9%. As a reaction SMILES: [OH:1][C:2]1[CH:11]=[C:10]2[C:5]([CH2:6][CH2:7][CH:8]([C:12]([O:14][CH2:15][CH3:16])=[O:13])[O:9]2)=[CH:4][CH:3]=1.C(=O)([O-])[O-].[K+].[K+].[I-].[K+].[CH2:25](Cl)[C:26]1[CH:31]=[CH:30][CH:29]=[CH:28][CH:27]=1>CC(C)=O>[CH2:25]([O:1][C:2]1[CH:11]=[C:10]2[C:5]([CH2:6][CH2:7][CH:8]([C:12]([O:14][CH2:15][CH3:16])=[O:13])[O:9]2)=[CH:4][CH:3]=1)[C:26]1[CH:31]=[CH:30][CH:29]=[CH:28][CH:27]=1 |f:1.2.3,4.5|. Procedure: A mixture of ethyl 7-hydroxy-chroman-2-carboxylate (6.1 g, 27.5 mmol), potassium carbonate (7.6 g, 55 mmol), potassium iodide (1.8 g, 11 mmol) and benzyl chloride (3.4 mL, 30 mmol) in acetone is heated at reflux for 16 hr under nitrogen, cooled, concentrated, diluted with water and extracted with EtOAc. The combined extracts are dried over MgSO4 and concentrated to afford the title compound as a straw-colored oil 8.58 g (100% yield), identified by NMR and mass spectral analyses. Reactants: C[O-], CO, Nc1cc(Cl)ccc1[N+](=O)[O-], [Na+]. The product is COc1ccc([N+](=O)[O-])c(N)c1. As a reaction SMILES: [CH3:12][O-:13].[CH3:15][OH:16].[Cl:1][c:2]1[cH:3][cH:4][c:5]([N+:9](=[O:10])[O-:11])[c:6]([NH2:7])[cH:8]1.[Na+:14]>>[c:2]1([O:13][CH3:12])[cH:3][cH:4][c:5]([N+:9](=[O:10])[O-:11])[c:6]([NH2:7])[cH:8]1. Reactants: CC(C)(C)c1c[nH]c2cc([N+](=O)[O-])c(C(F)(F)F)cc12, CCO, CCOC(C)=O. Product: CC(C)(C)c1c[nH]c2cc(N)c(C(F)(F)F)cc12. Reaction SMILES: [C:1]([CH3:2])([CH3:3])([CH3:4])[c:5]1[cH:6][nH:7][c:8]2[cH:9][c:10]([N+:18]([O-:19])=[O:20])[c:11]([C:14]([F:15])([F:16])[F:17])[cH:12][c:13]12.[CH3:21][CH2:22][OH:23].[CH3:24][CH2:25][O:26][C:27]([CH3:28])=[O:29]>>[C:1]([CH3:2])([CH3:3])([CH3:4])[c:5]1[cH:6][nH:7][c:8]2[cH:9][c:10]([NH2:18])[c:11]([C:14]([F:15])([F:16])[F:17])[cH:12][c:13]12. Reactants: C=C(C=O)CCCCNC(=O)OCc1ccccc1, [C-]#[N+]CC(=O)OC, Cc1ccccc1. Product: C=C(CCCCNC(=O)OCc1ccccc1)C1OC=NC1C(=O)OC. RXN SMILES: [CH2:1]([c:2]1[cH:3][cH:4][cH:5][cH:6][cH:7]1)[O:8][C:9](=[O:10])[NH:11][CH2:12][CH2:13][CH2:14][CH2:15][C:16]([CH:17]=[O:18])=[CH2:19].[CH3:20][O:21][C:22]([CH2:23][N+:24]#[C-:25])=[O:26].[CH3:27][c:28]1[cH:29][cH:30][cH:31][cH:32][cH:33]1>>[CH2:1]([c:2]1[cH:3][cH:4][cH:5][cH:6][cH:7]1)[O:8][C:9](=[O:10])[NH:11][CH2:12][CH2:13][CH2:14][CH2:15][C:16]([CH:17]1[O:18][CH:25]=[N:24][CH:23]1[C:22]([O:21][CH3:20])=[O:26])=[CH2:19]. Reactants: Cl.FC1=C(OC2=CC=NC3=CC(=C(C=C23)C(=O)O)OC)C=CC(=C1)NC(=S)NC(CC1=CC=CC=C1)=O (4-(2-Fluoro-4-(3-(2-phenylacetyl)thioureido)phenoxy)-7-methoxyquinoline-6-carboxylic acid hydrochloride), aqueous solution, CN (methylamine), DMTMM•n-hydrate. Run in O1CCCC1 (tetrahydrofuran). Run at temperature 30 celsius, time 1 hour. Yields the product FC1=C(OC2=CC=NC3=CC(=C(C=C23)C(=O)NC)OC)C=CC(=C1)NC(=S)NC(CC1=CC=CC=C1)=O (4-(2-Fluoro-4-(3-(2-phenylacetyl)thioureido)phenoxy)-7-methoxy-N-methylquinoline-6-carboxamide). Isolated yield 96.0%. RXN SMILES: Cl.[F:2][C:3]1[CH:24]=[C:23]([NH:25][C:26]([NH:28][C:29](=[O:37])[CH2:30][C:31]2[CH:36]=[CH:35][CH:34]=[CH:33][CH:32]=2)=[S:27])[CH:22]=[CH:21][C:4]=1[O:5][C:6]1[C:15]2[C:10](=[CH:11][C:12]([O:19][CH3:20])=[C:13]([C:16]([OH:18])=O)[CH:14]=2)[N:9]=[CH:8][CH:7]=1.[CH3:38][NH2:39]>O1CCCC1>[F:2][C:3]1[CH:24]=[C:23]([NH:25][C:26]([NH:28][C:29](=[O:37])[CH2:30][C:31]2[CH:32]=[CH:33][CH:34]=[CH:35][CH:36]=2)=[S:27])[CH:22]=[CH:21][C:4]=1[O:5][C:6]1[C:15]2[C:10](=[CH:11][C:12]([O:19][CH3:20])=[C:13]([C:16]([NH:39][CH3:38])=[O:18])[CH:14]=2)[N:9]=[CH:8][CH:7]=1 |f:0.1|. Procedure details: Similar to the synthesis of Example 1, compound 1e (20 mg), 40% aqueous solution of methylamine (5 μL), and DMTMM•n-hydrate (22 mg) were dissolved in tetrahydrofuran (1 mL), followed by stirring at 30° C. for 1 hour, to thereby yield the titled compound 6 (18.4 mg, yield: 96%). The reactants are C(C=C)(=O)OCCCC (butyl acrylate), C(C(=C)C)(=O)OC (methyl methacrylate), C(C=C)(=O)OCCO (hydroxyethyl acrylate), C(C=C)(=O)O (acrylic acid), C(C)(C)(C)OOC(C)(C)C (di-tert.-butyl peroxide), copolymer A3. Solvent: C(CCC)OCCO (ethylene glycol monobutyl ether). Yields the product C(C)OCCOCCO (diethylene glycol monoethyl ether). Isolated yield 5.8%. RXN SMILES: C(OCCCC)(=O)C=C.[C:10]([O:15][CH3:16])(=O)[C:11](C)=C.[C:17]([O:21][CH2:22][CH2:23][OH:24])(=O)C=C.C(O)(=O)C=C.C(OOC(C)(C)C)(C)(C)C>C(OCCO)CCC>[CH2:10]([O:15][CH2:16][CH2:17][O:21][CH2:22][CH2:23][OH:24])[CH3:11]. Procedure details: 70 g of ethylene glycol monobutyl ether, 70 g of diethylene glycol monoethyl ether and 150 g of the polyether A1) described in example 2 were weighed into a 4 liter reaction vessel equipped with stirring, cooling and heating devices and heated to 155° C. A mixture of 360 g of butyl acrylate, 420 g of methyl methacrylate and 75 g of hydroxyethyl acrylate was then added over a period of 2 hours, while simultaneously adding 25.7 g of di-tert.-butyl peroxide dissolved in 8 g of ethylene glycol monob... Procedure details: 2-(1-Naphthalen-2-yl-cyclopentyl)-acetamidine hydrochloride (216) (5.0 g, crude) was synthesized as a white solid from (1-naphthalen-2-yl-cyclopentyl)-acetonitrile (215) (5.0 g, 21.27 mmol) following the procedure described for the HCl-salt of 2-[1-(2,5-dichlorophenyl)-cyclopentyl]-acetamidine hydrochloride (203). Reactants: C1=C(C=CC2=CC=CC=C12)C1(CCCC1)CC#N ((1-Naphthalen-2-yl-cyclopentyl)-acetonitrile), HCl-salt, Cl.ClC1=C(C=C(C=C1)Cl)C1(CCCC1)CC(=N)N (2-[1-(2,5-dichlorophenyl)-cyclopentyl]-acetamidine hydrochloride). As a reaction SMILES: [CH:1]1[C:10]2[C:5](=[CH:6][CH:7]=[CH:8][CH:9]=2)[CH:4]=[CH:3][C:2]=1[C:11]1([CH2:16][C:17]#[N:18])[CH2:15][CH2:14][CH2:13][CH2:12]1.Cl.[Cl:20]C1C=CC(Cl)=CC=1C1(CC(N)=[NH:35])CCCC1>>[ClH:20].[CH:1]1[C:10]2[C:5](=[CH:6][CH:7]=[CH:8][CH:9]=2)[CH:4]=[CH:3][C:2]=1[C:11]1([CH2:16][C:17]([NH2:35])=[NH:18])[CH2:15][CH2:14][CH2:13][CH2:12]1 |f:1.2,3.4|. Yields the product Cl.C1=C(C=CC2=CC=CC=C12)C1(CCCC1)CC(=N)N (2-(1-Naphthalen-2-yl-cyclopentyl)-acetamidine hydrochloride).